From a dataset of the Open Reaction Database (ORD), a public repository of structured organic reaction records. describe an organic reaction: reactants, conditions, products, and yield As a reaction SMILES: C[O:2][C:3](=[O:40])[C:4]1[CH:9]=[CH:8][C:7]([NH:10][C:11](=[O:35])[CH:12]([C:19]2[N:20]([C:28]3[CH:33]=[CH:32][C:31]([Cl:34])=[CH:30][CH:29]=3)[N:21]=[C:22]3[C:27]=2[CH2:26][CH2:25][CH2:24][CH2:23]3)[CH:13]2[CH2:18][CH2:17][CH2:16][CH2:15][CH2:14]2)=[C:6]([C:36]([F:39])([F:38])[F:37])[CH:5]=1.[OH-].[Li+]>C1COCC1.CO>[Cl:34][C:31]1[CH:32]=[CH:33][C:28]([N:20]2[C:19]([CH:12]([CH:13]3[CH2:18][CH2:17][CH2:16][CH2:15][CH2:14]3)[C:11]([NH:10][C:7]3[CH:8]=[CH:9][C:4]([C:3]([OH:40])=[O:2])=[CH:5][C:6]=3[C:36]([F:38])([F:37])[F:39])=[O:35])=[C:27]3[C:22]([CH2:23][CH2:24][CH2:25][CH2:26]3)=[N:21]2)=[CH:29][CH:30]=1 |f:1.2|. The product is ClC1=CC=C(C=C1)N1N=C2CCCCC2=C1C(C(=O)NC1=C(C=C(C(=O)O)C=C1)C(F)(F)F)C1CCCCC1 ([rac]-4-{2-[2-(4-Chloro-phenyl)-4,5,6,7-tetrahydro-2H-indazol-3-yl]-2-cyclohexyl-acetylamino}-3-trifluoromethyl-benzoic acid). Solvent: C1CCOC1 (THF), CO (MeOH). The reactants are [OH-].[Li+] (lithium hydroxide), COC(C1=CC(=C(C=C1)NC(C(C1CCCCC1)C=1N(N=C2CCCCC12)C1=CC=C(C=C1)Cl)=O)C(F)(F)F)=O ([rac]-4-{2-[2-(4-chloro-phenyl)-4,5,6,7-tetrahydro-2H-indazol-3-yl]-2-cyclohexyl-acetylamino}-3-trifluoromethyl-benzoic acid methyl ester). Reported procedure: In analogy to the procedure described in example 7.2, [rac]-4-{2-[2-(4-chloro-phenyl)-4,5,6,7-tetrahydro-2H-indazol-3-yl]-2-cyclohexyl-acetylamino}-3-trifluoromethyl-benzoic acid methyl ester was treated with 1 N aqueous lithium hydroxide solution in THF and MeOH to give the title compound as brown solid. MS: m/e=558.2 [M+H+]. Reactants: CN(C)C=O, [K+], N#C[S-], Cc1ccc(S(=O)(=O)OCC(C)(C)CS(N)(=O)=O)cc1. Yields the product CC(C)(CSC#N)CS(N)(=O)=O. RXN SMILES: [CH3:25][N:26]([CH3:27])[CH:28]=[O:29].[K+:21].[S-:22][C:23]#[N:24].[S:1]([O:2][CH2:12][C:13]([CH2:14][S:15](=[O:16])(=[O:17])[NH2:18])([CH3:19])[CH3:20])([c:3]1[cH:4][cH:5][c:6]([CH3:7])[cH:8][cH:9]1)(=[O:10])=[O:11]>>[CH2:12]([C:13]([CH2:14][S:15](=[O:16])(=[O:17])[NH2:18])([CH3:19])[CH3:20])[S:22][C:23]#[N:24]. The reactants are O=C1N(C(CC1)=O)OC(C1=CC=C(C=C1)CN(C(CCCCCCCCCCCCCCCC(=O)OC(C)(C)C)=O)CCC(=O)OC(C)(C)C)=O (4-{[(2-tert-Butoxycarbonylethyl)-(16-tert-butoxycarbonylhexadecanoyl)-amino]methyl}benzoic acid 2,5-dioxopyrrolidin-1-yl ester), C(C)#N.O (acetonitrile water). Yields the product C(C)(C)(C)OC(CCCCCCCCCCCCCCCC(=O)O)=O (Heptadecanedioic Acid Mono-Tert-Butyl Ester). As a reaction SMILES: O=C1CCC(=O)N1OC(=O)C1C=CC(CN(CCC(OC(C)(C)C)=O)[C:18](=[O:41])[CH2:19][CH2:20][CH2:21][CH2:22][CH2:23][CH2:24][CH2:25][CH2:26][CH2:27][CH2:28][CH2:29][CH2:30][CH2:31][CH2:32][CH2:33][C:34]([O:36][C:37]([CH3:40])([CH3:39])[CH3:38])=[O:35])=CC=1.C(#N)C.[OH2:55]>>[C:37]([O:36][C:34](=[O:35])[CH2:33][CH2:32][CH2:31][CH2:30][CH2:29][CH2:28][CH2:27][CH2:26][CH2:25][CH2:24][CH2:23][CH2:22][CH2:21][CH2:20][CH2:19][C:18]([OH:41])=[O:55])([CH3:38])([CH3:39])[CH3:40] |f:1.2|. Procedure details: 4-{[(2-tert-Butoxycarbonylethyl)-(16-tert-butoxycarbonylhexadecanoyl)-amino]methyl}benzoic acid 2,5-dioxopyrrolidin-1-yl ester was reacted with A1,B1-diBoc desB30 insulin as described in general procedure B. The work up was similar using a gradient 28-48% acetonitrile/water containing 0.1% TFA. Reactants: C(C)(=O)N (acetamide), C=O (paraformaldehyde), C(C)(=O)O (acetic acid), COCCOC (DME). Run at temperature 125 celsius. The product is C(C)(=O)N(CC(=O)O)CC(=O)O (N-acetyliminodiacetic acid). Isolated yield 30.0%. RXN SMILES: [C:1]([NH2:4])(=[O:3])[CH3:2].C=[O:6].[C:7]([OH:10])(=[O:9])[CH3:8].CO[CH2:13][CH2:14][O:15]C>>[C:1]([N:4]([CH2:13][C:14]([OH:15])=[O:6])[CH2:8][C:7]([OH:10])=[O:9])(=[O:3])[CH3:2]. Procedure details: A 300 mL autoclave was charged with acetamide (VII)(11.8 g, 0.2 mole), 95% paraformaldehyde (13.6 g, 0.43 mole), acetic acid (10.6 g, 0.18 mole, 0.12 g/mL of DME), DME (90 mL) and Co2 (CO)8 (4.1 g, 0.012 mole) and pressurized to 1500 psi (10,345 kPa) CO:H2 (95:5) at 25° C. This mixture was heated to 125° C. for 30 min. HPLC analysis of this stream indicated a 30% yield of (XVI) a 47% yield of (XVIII). Starting materials: C(C)(=O)OCC (ethyl acetate), [BH4-].[Na+] (Sodium borohydride), [B] (boron), [N+](=O)([O-])C1=C(C(=O)O)C=CC=C1OC1=C(C=CC=C1)Cl (2-nitro-3-(2-chlorophenoxy)benzoic acid). Run in O (water), O1CCCC1 (tetrahydrofuran). Conditions: time 3 hour. The product is [N+](=O)([O-])C1=C(CO)C=CC=C1OC1=C(C=CC=C1)Cl (2-nitro-3-(2-chlorophenoxy)benzyl alcohol). Isolated yield 97.6%. Reaction SMILES: [BH4-].[Na+].[B].[N+:4]([C:7]1[C:15]([O:16][C:17]2[CH:22]=[CH:21][CH:20]=[CH:19][C:18]=2[Cl:23])=[CH:14][CH:13]=[CH:12][C:8]=1[C:9](O)=[O:10])([O-:6])=[O:5].C(OCC)(=O)C>O1CCCC1.O>[N+:4]([C:7]1[C:15]([O:16][C:17]2[CH:22]=[CH:21][CH:20]=[CH:19][C:18]=2[Cl:23])=[CH:14][CH:13]=[CH:12][C:8]=1[CH2:9][OH:10])([O-:6])=[O:5] |f:0.1|. Procedure details: Sodium borohydride (4.4 g) and boron trifluoridediethyl ether (23.7 ml) were added to a solution of 2-nitro-3-(2-chlorophenoxy)benzoic acid (11.3 g) in dried tetrahydrofuran (100 ml), and the mixture was stirred for 3 hrs. at room temperature. To the reaction mixture were added ethyl acetate (200 ml) and water (200 ml), and the mixture was filtered. The ethyl acetate layer was separated from the filtrate, washed with aqueous sodium bicarbonate and saline, dried and then evaporated in vacuo. The ... Reactants: CC(C)(C)[Si](C)(C)Cl, C=CCOC1C(O)C(CO)OC(OCCCCCC(=O)OC)C1O, CO, CN(C)C=O, c1c[nH]cn1. Product: C=CCOC1C(O)C(OCCCCCC(=O)OC)OC(C(O)[Si](C)(C)C(C)(C)C)C1O. Reaction SMILES: [C:30]([CH3:31])([CH3:32])([CH3:33])[Si:34]([CH3:35])([CH3:36])[Cl:37].[CH2:1]([CH:2]=[CH2:3])[O:4][CH:5]1[CH:6]([OH:24])[CH:7]([O:8][CH2:9][CH2:10][CH2:11][CH2:12][CH2:13][C:14](=[O:15])[O:16][CH3:17])[O:18][CH:19]([CH2:22][OH:23])[CH:20]1[OH:21].[CH3:38][OH:39].[CH3:40][N:41]([CH3:42])[CH:43]=[O:44].[nH:25]1[cH:26][cH:27][n:28][cH:29]1>>[CH2:1]([CH:2]=[CH2:3])[O:4][CH:5]1[CH:6]([OH:24])[CH:7]([O:8][CH2:9][CH2:10][CH2:11][CH2:12][CH2:13][C:14](=[O:15])[O:16][CH3:17])[O:18][CH:19]([CH:22]([OH:23])[Si:34]([C:30]([CH3:31])([CH3:32])[CH3:33])([CH3:35])[CH3:36])[CH:20]1[OH:21]. The reactants are COc1ccc(COCC(C)(C)O)cc1, O=C(Cl)OC(Cl)C(Cl)(Cl)Cl, ClCCl, c1ccncc1. The product is COc1ccc(COCC(C)(C)OC(=O)OC(Cl)C(Cl)(Cl)Cl)cc1. RXN SMILES: [CH3:1][O:2][c:3]1[cH:4][cH:5][c:6]([CH2:7][O:8][CH2:9][C:10]([CH3:11])([OH:12])[CH3:13])[cH:14][cH:15]1.[Cl:16][C:17](=[O:18])[O:19][CH:20]([C:21]([Cl:22])([Cl:23])[Cl:24])[Cl:25].[Cl:32][CH2:33][Cl:34].[cH:26]1[cH:27][cH:28][n:29][cH:30][cH:31]1>>[CH3:1][O:2][c:3]1[cH:4][cH:5][c:6]([CH2:7][O:8][CH2:9][C:10]([CH3:11])([O:12][C:17](=[O:18])[O:19][CH:20]([C:21]([Cl:22])([Cl:23])[Cl:24])[Cl:25])[CH3:13])[cH:14][cH:15]1. Procedure details: Compound 53 was synthesized from sodium hydroxide (0.05 g, 1.27 mmol) and ethyl 3-cyano-3-{4-[(4-{[(2E)-2-(methoxyimino)-2-phenylethyl]oxy}benzyl)oxy]phenyl}propanoate (0.3 g, 0.64 mmol) by following the procedure described in scheme 12 (0.2 g, yield: 67.38%); Purity: 89.99%. Reaction SMILES: [OH-].[Na+:2].[C:3]([CH:5]([C:12]1[CH:17]=[CH:16][C:15]([O:18][CH2:19][C:20]2[CH:25]=[CH:24][C:23]([O:26][CH2:27]/[C:28](=[N:35]/[O:36][CH3:37])/[C:29]3[CH:34]=[CH:33][CH:32]=[CH:31][CH:30]=3)=[CH:22][CH:21]=2)=[CH:14][CH:13]=1)[CH2:6][C:7]([O:9]CC)=[O:8])#[N:4]>>[C:3]([CH:5]([C:12]1[CH:13]=[CH:14][C:15]([O:18][CH2:19][C:20]2[CH:25]=[CH:24][C:23]([O:26][CH2:27]/[C:28](=[N:35]/[O:36][CH3:37])/[C:29]3[CH:30]=[CH:31][CH:32]=[CH:33][CH:34]=3)=[CH:22][CH:21]=2)=[CH:16][CH:17]=1)[CH2:6][C:7]([O-:9])=[O:8])#[N:4].[Na+:2] |f:0.1,3.4|. Yields the product C(#N)C(CC(=O)[O-])C1=CC=C(C=C1)OCC1=CC=C(C=C1)OC/C(/C1=CC=CC=C1)=N/OC.[Na+] (Sodium 3-cyano-3-{4-[(4-{[(2E)-2-(methoxyimino)-2-phenylethyl]oxy}benzyl)oxy]phenyl}propanoate). Yield: 67.4%. Starting materials: [OH-].[Na+] (sodium hydroxide), C(#N)C(CC(=O)OCC)C1=CC=C(C=C1)OCC1=CC=C(C=C1)OC/C(/C1=CC=CC=C1)=N/OC (ethyl 3-cyano-3-{4-[(4-{[(2E)-2-(methoxyimino)-2-phenylethyl]oxy}benzyl)oxy]phenyl}propanoate). Reactants: ClC1=CC=C(S1)C1=NN(C(N1CCOC)=O)CC(=O)O ([3-(5-Chloro-2-thienyl)-4-(2-methoxyethyl)-5-oxo-4,5-dihydro-1H-1,2,4-triazol-1-yl]acetic acid), NCC(C1=C(C=CC=C1)C(F)(F)F)NC(OC(C)(C)C)=O (tert-butyl {2-amino-1-[2-(trifluoromethyl)phenyl]-ethyl}carbamate). The product is ClC1=CC=C(S1)C1=NN(C(N1CCOC)=O)CC(=O)NCC(C1=C(C=CC=C1)C(F)(F)F)NC(OC(C)(C)C)=O (tert-Butyl {2-({[3-(5-chloro-2-thienyl)-4-(2-methoxyethyl)-5-oxo-4,5-dihydro-1H-1,2,4-triazol-1-yl]acetyl}amino)-1-[2-(trifluoromethyl)phenyl]ethyl}carbamate). As a reaction SMILES: [Cl:1][C:2]1[S:6][C:5]([C:7]2[N:11]([CH2:12][CH2:13][O:14][CH3:15])[C:10](=[O:16])[N:9]([CH2:17][C:18]([OH:20])=O)[N:8]=2)=[CH:4][CH:3]=1.[NH2:21][CH2:22][CH:23]([NH:34][C:35](=[O:41])[O:36][C:37]([CH3:40])([CH3:39])[CH3:38])[C:24]1[CH:29]=[CH:28][CH:27]=[CH:26][C:25]=1[C:30]([F:33])([F:32])[F:31]>>[Cl:1][C:2]1[S:6][C:5]([C:7]2[N:11]([CH2:12][CH2:13][O:14][CH3:15])[C:10](=[O:16])[N:9]([CH2:17][C:18]([NH:21][CH2:22][CH:23]([NH:34][C:35](=[O:41])[O:36][C:37]([CH3:39])([CH3:38])[CH3:40])[C:24]3[CH:29]=[CH:28][CH:27]=[CH:26][C:25]=3[C:30]([F:33])([F:32])[F:31])=[O:20])[N:8]=2)=[CH:4][CH:3]=1. Procedure details: Analogously to the procedure of Example 63, 47 mg (146 μmol) of the compound of Example 52A were reacted with 49 mg (161 μmol) of tert-butyl {2-amino-1-[2-(trifluoromethyl)phenyl]-ethyl}carbamate. This gave 60 mg (68% of theory) of the title compound.